Dataset: the Open Reaction Database (ORD), a public repository of structured organic reaction records. Task: describe an organic reaction: reactants, conditions, products, and yield Starting materials: ClCCl, CCCC[N+](CCCC)(CCCC)CCCC, COc1cc(N)ccc1F, [I-]. Product: Nc1ccc(F)c(O)c1. Reaction SMILES: [CH2:11]([Cl:12])[Cl:13].[CH2:15]([N+:16]([CH2:17][CH2:18][CH2:19][CH3:20])([CH2:21][CH2:22][CH2:23][CH3:24])[CH2:25][CH2:26][CH2:27][CH3:28])[CH2:29][CH2:30][CH3:31].[F:1][c:2]1[c:3]([O:9][CH3:10])[cH:4][c:5]([NH2:6])[cH:7][cH:8]1.[I-:14]>>[F:1][c:2]1[c:3]([OH:9])[cH:4][c:5]([NH2:6])[cH:7][cH:8]1.